From a dataset of the Open Reaction Database (ORD), a public repository of structured organic reaction records. describe an organic reaction: reactants, conditions, products, and yield The reactants are ClC1=CC=C(O[C@@H]2C[C@H](C2)CNC(OC(C)(C)C)=O)C=C1 (tert-butyl {[trans-3-(4-chlorophenoxyl)cyclobutyl]methyl}carbamate), Cl (hydrogen chloride), C(C)OCC (diethyl ether). The solvent is O1CCOCC1 (1,4-dioxane), O1CCOCC1 (1,4-dioxane). Conditions: time 5 hour. The product is ClC1=CC=C(O[C@@H]2C[C@H](C2)CN)C=C1 (1-[trans-3-(4-Chlorophenoxyl)cyclobutyl]methaneamine). Yield: 99.2%. RXN SMILES: [Cl:1][C:2]1[CH:21]=[CH:20][C:5]([O:6][C@H:7]2[CH2:10][C@H:9]([CH2:11][NH:12]C(=O)OC(C)(C)C)[CH2:8]2)=[CH:4][CH:3]=1.Cl.C(OCC)C>O1CCOCC1>[Cl:1][C:2]1[CH:21]=[CH:20][C:5]([O:6][C@H:7]2[CH2:10][C@H:9]([CH2:11][NH2:12])[CH2:8]2)=[CH:4][CH:3]=1. Procedure: To a solution in 1,4-dioxane (30 mL) of the compound (0.98 g) obtained in step (5) above, a solution (25 mL) of 4 mol/L hydrogen chloride in 1,4-dioxane was added and the mixture was stirred at room temperature for 5 hours. After adding diethyl ether (120 mL), the mixture was stirred for another two hours and thereafter the precipitate was recovered by filtration. The recovered precipitate was dissolved in an aqueous solution of 1 mol/L sodium hydroxide and chloroform and two extractions were co... Product: COc1c(OCCOCC(F)(F)F)ccnc1[SH](C)(=O)c1nc2ccccc2[nH]1. As a reaction SMILES: [C:29](=[O:30])([CH:31]([CH:32]([C:33]([O:34][CH2:35][CH3:36])=[O:37])[OH:38])[OH:39])[O:40][CH2:41][CH3:42].[CH3:1][O:2][c:3]1[c:4]([SH:18]([CH3:19])[c:20]2[n:21][c:22]3[c:23]([nH:24]2)[cH:25][cH:26][cH:27][cH:28]3)[n:5][cH:6][cH:7][c:8]1[O:9][CH2:10][CH2:11][O:12][CH2:13][C:14]([F:15])([F:16])[F:17].[CH3:71][c:72]1[cH:73][cH:74][cH:75][cH:76][cH:77]1.[CH:43]([N:44]([CH2:45][CH3:46])[CH:47]([CH3:48])[CH3:49])([CH3:50])[CH3:51].[Na+:69].[Na+:70].[OH2:78].[OH:52][O:53][O:54][OH:55].[S:65]([O-:66])([O-:67])=[O:68].[c:56]1([CH:57]([CH3:58])[CH3:59])[cH:60][cH:61][cH:62][cH:63][cH:64]1>>[CH3:1][O:2][c:3]1[c:4]([SH:18]([CH3:19])([c:20]2[nH:21][c:22]3[c:23]([n:24]2)[cH:25][cH:26][cH:27][cH:28]3)=[O:30])[n:5][cH:6][cH:7][c:8]1[O:9][CH2:10][CH2:11][O:12][CH2:13][C:14]([F:15])([F:16])[F:17]. Starting materials: CCOC(=O)C(O)C(O)C(=O)OCC, COc1c(OCCOCC(F)(F)F)ccnc1[SH](C)c1nc2ccccc2[nH]1, Cc1ccccc1, CCN(C(C)C)C(C)C, [Na+], [Na+], O, OOOO, O=S([O-])[O-], CC(C)c1ccccc1. Reactants: O=C([O-])[O-], CO, CCOC(C)=O, CC(C)C1=C(C(=O)N2CC(F)CC2C(=O)N2CCN(C(=O)C(F)(F)F)C3(CC3)C2)SC2=NC(C)(c3ccc(Cl)nc3)C(c3ccc(Cl)c(F)c3)N21, [K+], [K+]. Product: CC(C)C1=C(C(=O)N2CC(F)CC2C(=O)N2CCNC3(CC3)C2)SC2=NC(C)(c3ccc(Cl)nc3)C(c3ccc(Cl)c(F)c3)N21. RXN SMILES: [C:52](=[O:53])([O-:54])[O-:55].[CH3:58][OH:59].[CH3:60][CH2:61][O:62][C:63](=[O:64])[CH3:65].[Cl:1][c:2]1[c:3]([F:51])[cH:4][c:5]([CH:8]2[C:9]([CH3:43])([c:44]3[cH:45][n:46][c:47]([Cl:50])[cH:48][cH:49]3)[N:10]=[C:11]3[S:12][C:13]([C:19](=[O:20])[N:21]4[CH:22]([C:23](=[O:24])[N:25]5[CH2:26][CH2:27][N:28]([C:33](=[O:34])[C:35]([F:36])([F:37])[F:38])[C:29]6([CH2:30][CH2:31]6)[CH2:32]5)[CH2:39][CH:40]([F:42])[CH2:41]4)=[C:14]([CH:16]([CH3:17])[CH3:18])[N:15]23)[cH:6][cH:7]1.[K+:56].[K+:57]>>[Cl:1][c:2]1[c:3]([F:51])[cH:4][c:5]([CH:8]2[C:9]([CH3:43])([c:44]3[cH:45][n:46][c:47]([Cl:50])[cH:48][cH:49]3)[N:10]=[C:11]3[S:12][C:13]([C:19](=[O:20])[N:21]4[CH:22]([C:23](=[O:24])[N:25]5[CH2:26][CH2:27][NH:28][C:29]6([CH2:30][CH2:31]6)[CH2:32]5)[CH2:39][CH:40]([F:42])[CH2:41]4)=[C:14]([CH:16]([CH3:17])[CH3:18])[N:15]23)[cH:6][cH:7]1.